From a dataset of the Open Reaction Database (ORD), a public repository of structured organic reaction records. describe an organic reaction: reactants, conditions, products, and yield Starting materials: C(C(C)(C)C)NC1=C(N)C=C(C=C1)C=1OC2=C(N1)C=CC=C2 (2-(2-neopentylaminoanilin-5-yl)benzoxazole), Cl.C(C)(OC)=N (methyl acetimidate hydrochloride), C(O)([O-])=O.[Na+] (sodium hydrogen carbonate). Run in CO (methanol). The product is O1C(=NC2=C1C=CC=C2)C2=CC1=C(N(C(=N1)C)CC(C)(C)C)C=C2 (5-(benzoxazol-2-yl)-2-methyl-1-neopentylbenzimidazole). Isolated yield 74.7%. RXN SMILES: [CH2:1]([NH:6][C:7]1[CH:13]=[CH:12][C:11]([C:14]2[O:15][C:16]3[CH:22]=[CH:21][CH:20]=[CH:19][C:17]=3[N:18]=2)=[CH:10][C:8]=1[NH2:9])[C:2]([CH3:5])([CH3:4])[CH3:3].Cl.[C:24](=N)(OC)[CH3:25].C(=O)([O-])O.[Na+]>CO>[O:15]1[C:16]2[CH:22]=[CH:21][CH:20]=[CH:19][C:17]=2[N:18]=[C:14]1[C:11]1[CH:12]=[CH:13][C:7]2[N:6]([CH2:1][C:2]([CH3:5])([CH3:4])[CH3:3])[C:24]([CH3:25])=[N:9][C:8]=2[CH:10]=1 |f:1.2,3.4|. Reported procedure: To a methanol (5 mL) solution of 2-(2-neopentylaminoanilin-5-yl)benzoxazole (see Working Example 81-2) (192 mg, 0.650 mmol) was added methyl acetimidate hydrochloride (107 mg, 0.975 mmol), and this was heated to reflux for 2 hours. After the reaction was complete, saturated aqueous sodium hydrogen carbonate solution was added, and this was extracted with ethyl acetate. After the organic layer obtained was dried over anhydrous sodium sulfate, it was filtered and concentrated. The crystals obtaine... Starting materials: COC1=CC=C(C=C1)C1=C(C2=C(S1)C=C(C=C2)OC)C(=O)C2=CC(=C(C=C2)OC)F ([2-(4-methoxyphenyl)-6-methoxybenzo[b]thien-3-yl][3-fluoro-4-methoxyphenyl]methanone). Run in CN(C)C=O (DMF). Conditions: temperature 80 celsius. Yields the product COC1=CC=C(C=C1)C1=C(C2=C(S1)C=C(C=C2)OC)C(=O)C2=CC(=C(C=C2)O)F ([2-(4-Methoxyphenyl)-6-methoxybenzo[b]thien-3-yl][3-fluoro-4-hydroxyphenyl]methanone). Reaction SMILES: [CH3:1][O:2][C:3]1[CH:8]=[CH:7][C:6]([C:9]2[S:13][C:12]3[CH:14]=[C:15]([O:18][CH3:19])[CH:16]=[CH:17][C:11]=3[C:10]=2[C:20]([C:22]2[CH:27]=[CH:26][C:25]([O:28]C)=[C:24]([F:30])[CH:23]=2)=[O:21])=[CH:5][CH:4]=1>CN(C=O)C>[CH3:1][O:2][C:3]1[CH:4]=[CH:5][C:6]([C:9]2[S:13][C:12]3[CH:14]=[C:15]([O:18][CH3:19])[CH:16]=[CH:17][C:11]=3[C:10]=2[C:20]([C:22]2[CH:27]=[CH:26][C:25]([OH:28])=[C:24]([F:30])[CH:23]=2)=[O:21])=[CH:7][CH:8]=1. Procedure: 500 mg (1.2 mmol) of [2-(4-methoxyphenyl)-6-methoxybenzo[b]thien-3-yl][3-fluoro-4-methoxyphenyl]methanone was dissolved in 6 mL of DMF and 200 mg (2.4 mmol) of NaSEt was added. The reaction was heated to 80° C. for 1.5 hours under a nitrogen atmosphere. The reaction mixture quickly filtered over a silica gel column eluted with CHCl3 to remove the solids and exchange the solvent. The effluent from the column was evaporated to a solid and re-dissolved in EtOAc. The EtOAc solution was chromatograph... The product is CC(C(=O)O)(CC1=CC=C(C=C1)OCCC=1N=C(OC1C)C1=CC=CC=C1)OC1=CC=C(C=C1)OC(F)(F)F (2-Methyl-3-{4-[2-(5-methyl-2-phenyl-oxazol-4-yl)-ethoxy]-phenyl}-2-(4-trifluoromethoxy-phenoxy)-propionic acid). Procedure: The representative procedure (B) was utilized to prepare the title compound from 3-(4-hydroxy-phenyl)-2-methyl-2-(4-trifluoromethoxy-phenoxy)-propionic acid ethyl ester and toluene-4-sulfonic acid 2-(2-cyclohexyl-5-methyloxazol-4-yl)-ethyl ester. 1H NMR (400 MHz, CDCl3) δ 7.79-7.94 (m, 2H), 7.43-7.41 (m, 3H), 7.18 (d, 2H, J=8.8 Hz), 7.07 (d, 2H, J=8.4 Hz), 6.89 (d, 2H, J=8.8 Hz), 6.82 (d, 2H, J=8.4 Hz), 4.19 (t, 2H, J=6.4 Hz), 3.24 and 3.14 (d of Abq, 2H, J=14.0 Hz), 3.01 (t, 2H, J=6.4 Hz), 3.00... The reactants are C(C)OC(C(CC1=CC=C(C=C1)O)(OC1=CC=C(C=C1)OC(F)(F)F)C)=O (3-(4-hydroxy-phenyl)-2-methyl-2-(4-trifluoromethoxy-phenoxy)-propionic acid ethyl ester), C1(CCCCC1)C=1OC(=C(N1)CCOS(=O)(=O)C1=CC=C(C=C1)C)C (toluene-4-sulfonic acid 2-(2-cyclohexyl-5-methyloxazol-4-yl)-ethyl ester). Reaction SMILES: C([O:3][C:4](=[O:27])[C:5]([CH3:26])([O:14][C:15]1[CH:20]=[CH:19][C:18]([O:21][C:22]([F:25])([F:24])[F:23])=[CH:17][CH:16]=1)[CH2:6][C:7]1[CH:12]=[CH:11][C:10]([OH:13])=[CH:9][CH:8]=1)C.[CH:28]1([C:34]2[O:35][C:36]([CH3:52])=[C:37]([CH2:39][CH2:40]OS(C3C=CC(C)=CC=3)(=O)=O)[N:38]=2)[CH2:33][CH2:32][CH2:31][CH2:30][CH2:29]1>>[CH3:26][C:5]([O:14][C:15]1[CH:20]=[CH:19][C:18]([O:21][C:22]([F:23])([F:25])[F:24])=[CH:17][CH:16]=1)([CH2:6][C:7]1[CH:12]=[CH:11][C:10]([O:13][CH2:40][CH2:39][C:37]2[N:38]=[C:34]([C:28]3[CH:33]=[CH:32][CH:31]=[CH:30][CH:29]=3)[O:35][C:36]=2[CH3:52])=[CH:9][CH:8]=1)[C:4]([OH:3])=[O:27]. Reactants: O=C1OC(=O)c2cc(Br)ccc21, COc1ccc(C(=O)Nc2ccccc2N)cc1, C1CCOC1. The product is COc1ccc(C(=O)Nc2ccccc2N2C(=O)c3ccc(Br)cc3C2=O)cc1. RXN SMILES: [Br:19][c:20]1[cH:21][c:22]2[c:23]([cH:29][cH:30]1)[C:24](=[O:25])[O:26][C:27]2=[O:28].[CH3:1][O:2][c:3]1[cH:4][cH:5][c:6]([C:7](=[O:8])[NH:9][c:10]2[c:11]([NH2:16])[cH:12][cH:13][cH:14][cH:15]2)[cH:17][cH:18]1.[O:31]1[CH2:32][CH2:33][CH2:34][CH2:35]1>>[CH3:1][O:2][c:3]1[cH:4][cH:5][c:6]([C:7](=[O:8])[NH:9][c:10]2[c:11]([N:16]3[C:24](=[O:25])[c:23]4[c:22]([cH:21][c:20]([Br:19])[cH:30][cH:29]4)[C:27]3=[O:26])[cH:12][cH:13][cH:14][cH:15]2)[cH:17][cH:18]1. Reactants: COCCOC1=CC=C(C=C1)C=1N=C2N(N=C(C=C2)OCCC)C1 (2-[4-(2-methoxyethoxy)phenyl]-6-propoxyimidazo[1,2-b]pyridazine), C=O (paraformaldehyde), CNC (dimethylamine). Run in C(C)(=O)O (acetic acid). The product is COCCOC1=CC=C(C=C1)C=1N=C2N(N=C(C(=C2)C)OCCC)C1N(C)C (2-[4-(2-Methoxyethoxy)phenyl]-3-dimethylamino-methyl-6-propoxyimidazo[1,2-b]pyridazine). Yield: 19.5%. As a reaction SMILES: [CH3:1][O:2][CH2:3][CH2:4][O:5][C:6]1[CH:11]=[CH:10][C:9]([C:12]2[N:13]=[C:14]3[CH:19]=[CH:18][C:17]([O:20][CH2:21][CH2:22][CH3:23])=[N:16][N:15]3[CH:24]=2)=[CH:8][CH:7]=1.[CH2:25]=O.[CH3:27][NH:28][CH3:29]>C(O)(=O)C>[CH3:1][O:2][CH2:3][CH2:4][O:5][C:6]1[CH:11]=[CH:10][C:9]([C:12]2[N:13]=[C:14]3[CH:19]=[C:18]([CH3:25])[C:17]([O:20][CH2:21][CH2:22][CH3:23])=[N:16][N:15]3[C:24]=2[N:28]([CH3:29])[CH3:27])=[CH:8][CH:7]=1. Procedure: A mixture of 2-[4-(2-methoxyethoxy)phenyl]-6-propoxyimidazo[1,2-b]pyridazine (327 mg, 1 mmol), paraformaldehyde (200 mg, 6.65 mmol), aqueous dimethylamine (40% w/v, 1.0 mL, 8.5 mmol) and acetic acid (3 mL) was heated at 120° for 22 hours. The mixture was cooled and concentrated. The residue was dissolved in chloroform and extracted thrice with dilute (10%) hydrochloric acid. The combined extracts were basified with aqueous sodium hydroxide solution (25%), the resulting suspension chilled in ice ... Starting materials: BrC=1OC2=C(C1C1=CC=CC=C1)C=C(C=C2)CCO (2-bromo-5-(2-hydroxyethyl)-3-phenylbenzofuran), [N+](=O)([N+](=O)[O-])[O-] (dinitrogen tetraoxide), C1=CCC(CC1)C(=O)O (cyclohexene-4-carboxylic acid), [N+](=O)([N+](=O)[O-])[O-] (dinitrogen tetraoxide). The solvent is C(Cl)(Cl)Cl (chloroform), C(Cl)(Cl)Cl (chloroform), C(Cl)(Cl)Cl (chloroform). Conditions: time 30 minute. Product: OCCC=1C=CC2=C(C(=C(O2)[N+](=O)[O-])C2=CC=CC=C2)C1 (5-(2-hydroxyethyl)-2-nitro-3-phenylbenzofuran). RXN SMILES: Br[C:2]1[O:3][C:4]2[CH:16]=[CH:15][C:14]([CH2:17][CH2:18][OH:19])=[CH:13][C:5]=2[C:6]=1[C:7]1[CH:12]=[CH:11][CH:10]=[CH:9][CH:8]=1.C1CCC(C(O)=O)CC=1.[N+:29]([O-:34])([N+]([O-])=O)=[O:30]>C(Cl)(Cl)Cl>[OH:19][CH2:18][CH2:17][C:14]1[CH:15]=[CH:16][C:4]2[O:3][C:2]([N+:29]([O-:34])=[O:30])=[C:6]([C:7]3[CH:12]=[CH:11][CH:10]=[CH:9][CH:8]=3)[C:5]=2[CH:13]=1. Reported procedure: The product from step B is mixed with 8.83 g. (0.07 mole) of cyclohexene-4-carboxylic acid in 175 ml. of chloroform, and 6.5 g. (0.07 mole) of dinitrogen tetraoxide in 15 ml. of chloroform is added dropwise. After 30 minutes an additional 1.0 g. of dinitrogen tetraoxide in 5 ml. of chloroform is added, and the mixture is stirred for about 18 hours. The mixture is washed twice with water, twice with saturated sodium bicarbonate solution and twice again with water, then dried. Evaporation to dryne...